This data is from the Open Reaction Database (ORD), a public repository of structured organic reaction records. The task is: describe an organic reaction: reactants, conditions, products, and yield Reactants: ClC=1C2=C(N=CN1)CN(CC2)C2=NC=CC=C2Cl (4-chloro-7-(3-chloropyridin-2-yl)-5,6,7,8-tetrahydropyrido[3,4-d]pyrimidine), FC(OC1=CC=C(N)C=C1)(F)F (4-(trifluoromethoxy)aniline), [I-].[Na+] (sodium iodide), C(C)#N (Acetonitrile), C([O-])(O)=O.[Na+] (sodium bicarbonate). Run at temperature 180 celsius. The product is ClC=1C(=NC=CC1)N1CC=2N=CN=C(C2CC1)NC1=CC=C(C=C1)OC(F)(F)F (7-(3-Chloropyridin-2-yl)-5,6,7,8-tetrahydro-N-(4-(trifluoromethoxy)-phenyl)pyrido[3,4-d]pyrimidin-4-amine). Isolated yield 59.6%. As a reaction SMILES: Cl[C:2]1[C:3]2[CH2:11][CH2:10][N:9]([C:12]3[C:17]([Cl:18])=[CH:16][CH:15]=[CH:14][N:13]=3)[CH2:8][C:4]=2[N:5]=[CH:6][N:7]=1.[F:19][C:20]([F:30])([F:29])[O:21][C:22]1[CH:28]=[CH:27][C:25]([NH2:26])=[CH:24][CH:23]=1.[I-].[Na+].C(#N)C.C(=O)(O)[O-].[Na+]>>[Cl:18][C:17]1[C:12]([N:9]2[CH2:10][CH2:11][C:3]3[C:2]([NH:26][C:25]4[CH:27]=[CH:28][C:22]([O:21][C:20]([F:19])([F:29])[F:30])=[CH:23][CH:24]=4)=[N:7][CH:6]=[N:5][C:4]=3[CH2:8]2)=[N:13][CH:14]=[CH:15][CH:16]=1 |f:2.3,5.6|. Procedure: A mixture of 4-chloro-7-(3-chloropyridin-2-yl)-5,6,7,8-tetrahydropyrido[3,4-d]pyrimidine (0.103 g, 0.000366 mol), 4-(trifluoromethoxy)aniline (0.0983 mL, 0.000733 mol) and sodium iodide (0.020 g, 0.00013 mol) in Acetonitrile (3 mL, 0.06 mol) was heated via microwave in a sealed tube at 180° C. for 15 minutes. After cooling to room temperature, the mixture was added to saturated aqueous sodium bicarbonate and extracted with ethyl acetate. The organic layer was washed with brine and dried over sod...